Dataset: the Open Reaction Database (ORD), a public repository of structured organic reaction records. Task: describe an organic reaction: reactants, conditions, products, and yield Reactants: C(C)(C)(C)OC(=O)N1[C@@H](C[C@H](C1)NC(=O)C=1SC(=CC1)Cl)COS(=O)(=O)C ((2S,4R)-4-[(5-chloro-thiophene-2-carbonyl)-amino]-2-methanesulfonyloxymethyl-pyrrolidine-1-carboxylic acid tert-butyl ester), C[O-].[Na+] (sodium methylate), C[O-].[Na+] (sodium methylate), CO (MeOH). The solvent is C1CCOC1 (THF). Product: C(C)(C)(C)OC(=O)N1[C@@H](C[C@H](C1)NC(=O)C=1SC(=CC1)Cl)COC ((2S,4R)-4-[(5-chloro-thiophene-2-carbonyl)-amino]-2-methoxymethyl-pyrrolidine-1-carboxylic acid tert-butyl ester). RXN SMILES: [C:1]([O:5][C:6]([N:8]1[CH2:12][C@H:11]([NH:13][C:14]([C:16]2[S:17][C:18]([Cl:21])=[CH:19][CH:20]=2)=[O:15])[CH2:10][C@H:9]1[CH2:22][O:23]S(C)(=O)=O)=[O:7])([CH3:4])([CH3:3])[CH3:2].[CH3:28][O-].[Na+].CO>C1COCC1>[C:1]([O:5][C:6]([N:8]1[CH2:12][C@H:11]([NH:13][C:14]([C:16]2[S:17][C:18]([Cl:21])=[CH:19][CH:20]=2)=[O:15])[CH2:10][C@H:9]1[CH2:22][O:23][CH3:28])=[O:7])([CH3:4])([CH3:3])[CH3:2] |f:1.2|. Procedure: 18.1 To a stirred solution of 200 mg (2S,4R)-4-[(5-chloro-thiophene-2-carbonyl)-amino]-2-methanesulfonyloxymethyl-pyrrolidine-1-carboxylic acid tert-butyl ester (example 17.2) at r.t. in 5 ml THF under an argon atmosphere were added 78 mg sodium methylate. The resulting suspension was heated to reflux for 4 hrs, then treated again with 78 mg sodium methylate and 1.5 ml MeOH and refluxed overnight. The reaction mixture was cooled to r.t. and concentrated. The crude product was purified by column ... The reactants are CC(C)(C)OC(=O)N1CCCC1COc1ccc(Oc2nc3ccccc3[nH]2)cc1, Cl, C1COCCO1. Product: Cl, c1ccc2[nH]c(Oc3ccc(OCC4CCCN4)cc3)nc2c1. RXN SMILES: [C:1]([O:2][C:3](=[O:4])[N:8]1[CH:9]([CH2:13][O:14][c:15]2[cH:16][cH:17][c:18]([O:21][c:22]3[n:23][c:24]4[c:25]([nH:26]3)[cH:27][cH:28][cH:29][cH:30]4)[cH:19][cH:20]2)[CH2:10][CH2:11][CH2:12]1)([CH3:5])([CH3:6])[CH3:7].[ClH:31].[O:32]1[CH2:33][CH2:34][O:35][CH2:36][CH2:37]1>>[ClH:31].[NH:8]1[CH:9]([CH2:13][O:14][c:15]2[cH:16][cH:17][c:18]([O:21][c:22]3[nH:23][c:24]4[c:25]([n:26]3)[cH:27][cH:28][cH:29][cH:30]4)[cH:19][cH:20]2)[CH2:10][CH2:11][CH2:12]1. Reactants: CC(C)=O, CC(C)O, CC(O)c1cccnc1Cl, [Na+], O=C([O-])O, O=[Cr](=O)=O. The product is CC(=O)c1cccnc1Cl. Reaction SMILES: [CH3:24][C:25](=[O:26])[CH3:27].[CH:15]([OH:16])([CH3:17])[CH3:18].[Cl:1][c:2]1[n:3][cH:4][cH:5][cH:6][c:7]1[CH:8]([CH3:9])[OH:10].[Na+:23].[O-:19][C:20]([OH:21])=[O:22].[O:11]=[Cr:12](=[O:13])=[O:14]>>[Cl:1][c:2]1[n:3][cH:4][cH:5][cH:6][c:7]1[C:8]([CH3:9])=[O:10].